describe an organic reaction: reactants, conditions, products, and yield From a dataset of the Open Reaction Database (ORD), a public repository of structured organic reaction records. The reactants are [OH-].[Na+] (sodium hydroxide), COC(CC=1C=NC=C(C1)C1=C(C=C(C=C1C)C(CC)(C1=CC(=C(C=C1)\C=C\C(CC)(O)CC)C)CC)C)=O ((E)-[5-(4-{1-ethyl-1-[4-(3-ethyl-3-hydroxy-1-pentenyl)-3-methyl-phenyl]-propyl}-2,6-dimethyl-phenyl)-3-pyridinyl]-acetic acid methyl ester), [Cl-].[NH4+] (ammonium chloride). Solvent: CO.O1CCCC1 (methanol tetrahydrofuran). Run at time 6 hour. The product is C(C)C(CC)(C1=CC(=C(C=C1)\C=C\C(CC)(O)CC)C)C1=CC(=C(C(=C1)C)C=1C=C(C=NC1)CC(=O)O)C ((E)-[5-(4-{1-ethyl-1-[4-(3-ethyl-3-hydroxy-1-pentenyl)-3-methyl-phenyl]-propyl}-2,6-dimethyl-phenyl)-3-pyridinyl]-acetic Acid). Yield: 45.9%. RXN SMILES: [OH-].[Na+].C[O:4][C:5](=[O:41])[CH2:6][C:7]1[CH:8]=[N:9][CH:10]=[C:11]([C:13]2[C:18]([CH3:19])=[CH:17][C:16]([C:20]([CH2:38][CH3:39])([C:23]3[CH:28]=[CH:27][C:26](/[CH:29]=[CH:30]/[C:31]([CH2:35][CH3:36])([OH:34])[CH2:32][CH3:33])=[C:25]([CH3:37])[CH:24]=3)[CH2:21][CH3:22])=[CH:15][C:14]=2[CH3:40])[CH:12]=1.[Cl-].[NH4+]>CO.O1CCCC1>[CH2:21]([C:20]([C:16]1[CH:17]=[C:18]([CH3:19])[C:13]([C:11]2[CH:12]=[C:7]([CH2:6][C:5]([OH:41])=[O:4])[CH:8]=[N:9][CH:10]=2)=[C:14]([CH3:40])[CH:15]=1)([C:23]1[CH:28]=[CH:27][C:26](/[CH:29]=[CH:30]/[C:31]([CH2:32][CH3:33])([OH:34])[CH2:35][CH3:36])=[C:25]([CH3:37])[CH:24]=1)[CH2:38][CH3:39])[CH3:22] |f:0.1,3.4,5.6|. Reported procedure: A 1 N sodium hydroxide aqueous solution (0.150 mL, 0.150 mmol) was added to a solution of (E)-[5-(4-{1-ethyl-1-[4-(3-ethyl-3-hydroxy-1-pentenyl)-3-methyl-phenyl]-propyl}-2,6-dimethyl-phenyl)-3-pyridinyl]-acetic acid methyl ester (Example 120-(1); 26.2 mg, 0.050 mmol) in methanol-tetrahydrofuran (1:1, 2 mL), and the mixture was stirred at room temperature for six hours. The reaction mixture was then poured into a saturated aqueous ammonium chloride solution, followed by extraction with dichlorome... Reagents/catalysts: C1=CC=C(C=C1)P([C-]2C=CC=C2)C3=CC=CC=C3.C1=CC=C(C=C1)P([C-]2C=CC=C2)C3=CC=CC=C3.Cl[Pd]Cl.[Fe+2] (1,1′bis(diphenylphosphino)ferrocenedichloropalladium(II)). Conditions: temperature 80 celsius, time 8 hour. Starting materials: C1(=CC=CC=C1)B(O)O (phenylboronic acid), IC=1C=C(C(N(C1C)C1=CC(=CC=C1)C(F)(F)F)=O)C(=O)NCC1=CC=C(C=C1)S(=O)(=O)C (5-iodo-6-methyl-N-[4-(methylsulfonyl)benzyl]-2-oxo-1-[3-(trifluoromethyl)phenyl]-1,2-dihydropyridine-3-carboxamide), C1(=CC=CC=C1)C (toluene), C(=O)([O-])[O-].[Na+].[Na+] (Na2CO3). The solvent is C(C)O (ethanol). Product: CC1=C(C=C(C(N1C1=CC(=CC=C1)C(F)(F)F)=O)C(=O)NCC1=CC=C(C=C1)S(=O)(=O)C)C1=CC=CC=C1 (6-Methyl-N-[4-(methylsulfonyl)benzyl]-2-oxo-5-phenyl-1-[3-(trifluoromethyl)phenyl]-1,2-dihydropyridine-3-carboxamide). RXN SMILES: [C:1]1(B(O)O)[CH:6]=[CH:5][CH:4]=[CH:3][CH:2]=1.I[C:11]1[CH:12]=[C:13]([C:29]([NH:31][CH2:32][C:33]2[CH:38]=[CH:37][C:36]([S:39]([CH3:42])(=[O:41])=[O:40])=[CH:35][CH:34]=2)=[O:30])[C:14](=[O:28])[N:15]([C:18]2[CH:23]=[CH:22][CH:21]=[C:20]([C:24]([F:27])([F:26])[F:25])[CH:19]=2)[C:16]=1[CH3:17].C1(C)C=CC=CC=1.C([O-])([O-])=O.[Na+].[Na+]>C1C=CC(P(C2C=CC=CC=2)[C-]2C=CC=C2)=CC=1.C1C=CC(P(C2C=CC=CC=2)[C-]2C=CC=C2)=CC=1.Cl[Pd]Cl.[Fe+2].C(O)C>[CH3:17][C:16]1[N:15]([C:18]2[CH:23]=[CH:22][CH:21]=[C:20]([C:24]([F:27])([F:25])[F:26])[CH:19]=2)[C:14](=[O:28])[C:13]([C:29]([NH:31][CH2:32][C:33]2[CH:34]=[CH:35][C:36]([S:39]([CH3:42])(=[O:41])=[O:40])=[CH:37][CH:38]=2)=[O:30])=[CH:12][C:11]=1[C:1]1[CH:6]=[CH:5][CH:4]=[CH:3][CH:2]=1 |f:3.4.5,6.7.8.9|. Yield: 76.2%. Procedure details: A mixture of phenylboronic acid (25 mg, 0.20 mmol), 1,1′bis(diphenylphosphino)ferrocenedichloropalladium(II) (4 mg, 0.005 mmol), 5-iodo-6-methyl-N-[4-(methylsulfonyl)benzyl]-2-oxo-1-[3-(trifluoromethyl)phenyl]-1,2-dihydropyridine-3-carboxamide (100 mg 0.17 mmol), toluene (1 ml), ethanol (99%, 0.25 ml) and Na2CO3 (2M, 0.25 ml) was stirred at 80° C. overnight, concentrated and the residue was purified by flash chromatography to give the title compound (70 mg, 76%). Starting materials: COC(=O)COc1ccc2nc(CC(C)C)c(CNC(=O)OC(C)(C)C)c(-c3ccc(C)cc3)c2c1, Cl, [Na+], C1CCOC1, [OH-]. Product: Cc1ccc(-c2c(CNC(=O)OC(C)(C)C)c(CC(C)C)nc3ccc(OCC(=O)O)cc23)cc1. RXN SMILES: [C:1]([CH3:2])([CH3:3])([CH3:4])[O:5][C:6](=[O:7])[NH:8][CH2:9][c:10]1[c:11]([CH2:33][CH:34]([CH3:35])[CH3:36])[n:12][c:13]2[cH:14][cH:15][c:16]([O:27][CH2:28][C:29](=[O:30])[O:31][CH3:32])[cH:17][c:18]2[c:19]1-[c:20]1[cH:21][cH:22][c:23]([CH3:26])[cH:24][cH:25]1.[ClH:39].[Na+:38].[O:40]1[CH2:41][CH2:42][CH2:43][CH2:44]1.[OH-:37]>>[C:1]([CH3:2])([CH3:3])([CH3:4])[O:5][C:6](=[O:7])[NH:8][CH2:9][c:10]1[c:11]([CH2:33][CH:34]([CH3:35])[CH3:36])[n:12][c:13]2[cH:14][cH:15][c:16]([O:27][CH2:28][C:29](=[O:30])[OH:31])[cH:17][c:18]2[c:19]1-[c:20]1[cH:21][cH:22][c:23]([CH3:26])[cH:24][cH:25]1. Reactants: [N+](=O)([O-])C1=CC=C(C=C1)C=1N=C2N(C=CC=C2C(=O)N)C1 (2-(4-Nitrophenyl)imidazo[1,2-a]pyridine-8-carboxamide), [H][H] (hydrogen). The reagents and catalysts are [Pd] (palladium/carbon). The solvent is alcohol. Yields the product NC1=CC=C(C=C1)C=1N=C2N(C=CC=C2C(=O)N)C1 (2-(4-Aminophenyl)imidazo[1,2-a]pyridine-8-carboxamide). RXN SMILES: [N+:1]([C:4]1[CH:9]=[CH:8][C:7]([C:10]2[N:11]=[C:12]3[C:17]([C:18]([NH2:20])=[O:19])=[CH:16][CH:15]=[CH:14][N:13]3[CH:21]=2)=[CH:6][CH:5]=1)([O-])=O.[H][H]>[Pd]>[NH2:1][C:4]1[CH:9]=[CH:8][C:7]([C:10]2[N:11]=[C:12]3[C:17]([C:18]([NH2:20])=[O:19])=[CH:16][CH:15]=[CH:14][N:13]3[CH:21]=2)=[CH:6][CH:5]=1. Procedure details: The product from Example 2 was dissolved in alcohol and, after addition of palladium/carbon, hydrogenated with hydrogen. This was followed by filtration and concentration of the filtrate in vacuo. The product was obtained.